Dataset: the Open Reaction Database (ORD), a public repository of structured organic reaction records. Task: describe an organic reaction: reactants, conditions, products, and yield The reactants are CC1=CC=CC2=C1C=CC=C2C (1,5-DMN), C=CC=C (butadiene), raw materials, CC1=CC=CC2=C1C=CC=C2C (1,5-DMN). Run in CC=1C=CC=CC1C (o-xylene). Yields the product CC1=CC2=C(C=C1)C=C(C=C2)C (2,6-DMN). Reaction SMILES: [CH3:1][C:2]1[C:7]2[CH:8]=CC=C(C)[C:6]=2[CH:5]=[CH:4][CH:3]=1.[CH2:13]=[CH:14][CH:15]=[CH2:16]>CC1C=CC=CC=1C>[CH3:13][C:14]1[CH:6]=[CH:5][C:4]2[CH:3]=[C:2]([CH3:1])[CH:7]=[CH:8][C:16]=2[CH:15]=1. Procedure details: The present inventors synthesized 1,5-DMN from o-xylene and butadiene as the starting raw materials and isomerized the resultant 1,5-DMN to obtain the mixture of isomers consisting essentially of 1,5-, 1,6- and 2,6-DMNs, which was cooled as it is to precipitate 2,6-DMN crystal in the form of scale. The crystal thus obtained was poor in the efficiency of separation from the mother liquor at the time of filtration, whereby it was difficult to obtain highly pure 2,6-DMN. As is the case with the for... Reactants: C(C)(C)(C)C=1N=C(SC1)C=1OC2=C(C1)C=C(C=C2)OCC2=C(OC(C(=O)O)C)C(=CC=C2)OC (2-{2-{[2-(4-tert-butylthiazol-2-yl)benzofuran-5-yloxy]methyl}-6-methoxyphenoxy}propionic acid), [OH-].[Na+] (sodium hydroxide). The solvent is CO (methanol). The product is C(C)(C)(C)C=1N=C(SC1)C=1OC2=C(C1)C=C(C=C2)OCC2=C(OC(C(=O)[O-])C)C(=CC=C2)OC.[Na+] (sodium 2-{2-{[2-(tert-butylthiazol-2-yl)benzofuran-5-yloxy]methyl}-6-methoxyphenoxy}propionate). RXN SMILES: [C:1]([C:5]1[N:6]=[C:7]([C:10]2[O:11][C:12]3[CH:18]=[CH:17][C:16]([O:19][CH2:20][C:21]4[CH:32]=[CH:31][CH:30]=[C:29]([O:33][CH3:34])[C:22]=4[O:23][CH:24]([CH3:28])[C:25]([OH:27])=[O:26])=[CH:15][C:13]=3[CH:14]=2)[S:8][CH:9]=1)([CH3:4])([CH3:3])[CH3:2].[OH-].[Na+:36]>CO>[C:1]([C:5]1[N:6]=[C:7]([C:10]2[O:11][C:12]3[CH:18]=[CH:17][C:16]([O:19][CH2:20][C:21]4[CH:32]=[CH:31][CH:30]=[C:29]([O:33][CH3:34])[C:22]=4[O:23][CH:24]([CH3:28])[C:25]([O-:27])=[O:26])=[CH:15][C:13]=3[CH:14]=2)[S:8][CH:9]=1)([CH3:2])([CH3:3])[CH3:4].[Na+:36] |f:1.2,4.5|. Reported procedure: To a solution of 2-{2-{[2-(4-tert-butylthiazol-2-yl)benzofuran-5-yloxy]methyl}-6-methoxyphenoxy}propionic acid (583 mg) in methanol (5 ml) was added 1N sodium hydroxide solution (1.21 ml). The solution was concentrated under reduced pressure and the residue was dissolved in water (5 ml) and lyophilized to give sodium 2-{2-{[2-(tert-butylthiazol-2-yl)benzofuran-5-yloxy]methyl}-6-methoxyphenoxy}propionate (580 mg) as an amorphous solid. The reactants are Cc1ccccc1, CC(C)c1ccc(S(=O)(=O)Cl)nc1, Cl, COC(=O)c1cc(N)c(Oc2cc(OC)ccc2Cl)c(OCCOC2CCCCO2)c1, Cc1ccccc1, c1ccncc1. The product is COC(=O)c1cc(NS(=O)(=O)c2ccc(C(C)C)cn2)c(Oc2cc(OC)ccc2Cl)c(OCCOC2CCCCO2)c1. Reaction SMILES: [CH3:59][c:60]1[cH:61][cH:62][cH:63][cH:64][cH:65]1.[CH:32]([CH3:33])([CH3:34])[c:35]1[cH:36][cH:37][c:38]([S:41](=[O:42])(=[O:43])[Cl:44])[n:39][cH:40]1.[ClH:45].[NH2:1][c:2]1[cH:3][c:4]([C:5](=[O:6])[O:7][CH3:8])[cH:9][c:10]([O:22][CH2:23][CH2:24][O:25][CH:26]2[O:27][CH2:28][CH2:29][CH2:30][CH2:31]2)[c:11]1[O:12][c:13]1[c:14]([Cl:21])[cH:15][cH:16][c:17]([O:19][CH3:20])[cH:18]1.[c:52]1([CH3:53])[cH:54][cH:55][cH:56][cH:57][cH:58]1.[n:46]1[cH:47][cH:48][cH:49][cH:50][cH:51]1>>[NH:1]([c:2]1[cH:3][c:4]([C:5](=[O:6])[O:7][CH3:8])[cH:9][c:10]([O:22][CH2:23][CH2:24][O:25][CH:26]2[O:27][CH2:28][CH2:29][CH2:30][CH2:31]2)[c:11]1[O:12][c:13]1[c:14]([Cl:21])[cH:15][cH:16][c:17]([O:19][CH3:20])[cH:18]1)[S:41]([c:38]1[cH:37][cH:36][c:35]([CH:32]([CH3:33])[CH3:34])[cH:40][n:39]1)(=[O:42])=[O:43]. Product: C(C)C(CC)N1N=C(C2=CC=CC(=C12)C(F)(F)F)C1=C(C=C(C=C1)O)O (4-[1-(1-ethylpropyl)-7-(trifluoromethyl)-1H-indazol-3-yl]benzene-1.3-diol). As a reaction SMILES: C[O:2][C:3]1[CH:8]=[C:7]([O:9]C)[CH:6]=[CH:5][C:4]=1[C:11]1[C:19]2[C:14](=[C:15]([C:20]([F:23])([F:22])[F:21])[CH:16]=[CH:17][CH:18]=2)[N:13]([CH:24]([CH2:27][CH3:28])[CH2:25][CH3:26])[N:12]=1.B(Br)(Br)Br.C1CCCCC=1>>[CH2:25]([CH:24]([N:13]1[C:14]2[C:19](=[CH:18][CH:17]=[CH:16][C:15]=2[C:20]([F:23])([F:22])[F:21])[C:11]([C:4]2[CH:5]=[CH:6][C:7]([OH:9])=[CH:8][C:3]=2[OH:2])=[N:12]1)[CH2:27][CH3:28])[CH3:26]. The reactants are COC1=C(C=CC(=C1)OC)C1=NN(C2=C(C=CC=C12)C(F)(F)F)C(CC)CC (3-(2,4-dimethoxyphenyl)-1-(1-ethylpropyl)-7-(trifluoromethyl)-1H-indazole), B(Br)(Br)Br (boron tribromide), C1=CCCCC1 (cyclohexene). Reported procedure: Prepared according to Method D step C from 3-(2,4-dimethoxyphenyl)-1-(1-ethylpropyl)-7-(trifluoromethyl)-1H-indazole (0.557 g, 1.42 mmol), boron tribromide (0.81 mL, 8.51 mmol) and 0.5 mL of cyclohexene to give the product (0.367 g) as an off-white solid. The yield is 70.9%.